describe an organic reaction: reactants, conditions, products, and yield From a dataset of the Open Reaction Database (ORD), a public repository of structured organic reaction records. The reactants are CCOc1cc(CN2CCC(N)CC2)ccc1OC, CCOC(=O)c1ccc(Cl)nc1, [H-], [Na+], CN(C)C=O. Product: CCOC(=O)c1ccc(NC2CCN(Cc3ccc(OC)c(OCC)c3)CC2)nc1. As a reaction SMILES: [CH2:1]([CH3:2])[O:3][c:4]1[cH:5][c:6]([CH2:7][N:8]2[CH2:9][CH2:10][CH:11]([NH2:14])[CH2:12][CH2:13]2)[cH:15][cH:16][c:17]1[O:18][CH3:19].[CH2:22]([CH3:23])[O:24][C:25]([c:26]1[cH:27][n:28][c:29]([Cl:32])[cH:30][cH:31]1)=[O:33].[H-:20].[Na+:21].[O:34]=[CH:35][N:36]([CH3:37])[CH3:38]>>[CH2:1]([CH3:2])[O:3][c:4]1[cH:5][c:6]([CH2:7][N:8]2[CH2:9][CH2:10][CH:11]([NH:14][c:29]3[n:28][cH:27][c:26]([C:25]([O:24][CH2:22][CH3:23])=[O:33])[cH:31][cH:30]3)[CH2:12][CH2:13]2)[cH:15][cH:16][c:17]1[O:18][CH3:19].